This data is from the Open Reaction Database (ORD), a public repository of structured organic reaction records. The task is: describe an organic reaction: reactants, conditions, products, and yield Reaction SMILES: [CH3:1][N:2]1[C@H:11]2[C@@:6]([CH3:17])([C:7]3[CH:15]=[CH:14][C:13](Br)=[CH:12][C:8]=3[CH2:9][CH2:10]2)[CH2:5][CH2:4][C:3]1=[O:18].[CH3:19][O:20][C:21]1[CH:22]=[C:23](B(O)O)[CH:24]=[CH:25][C:26]=1[O:27][CH3:28].C(=O)([O-])[O-].[Na+].[Na+].C1COCC1>C(Cl)(Cl)Cl.[Pd].C1(P(C2C=CC=CC=2)C2C=CC=CC=2)C=CC=CC=1.C1(P(C2C=CC=CC=2)C2C=CC=CC=2)C=CC=CC=1.C1(P(C2C=CC=CC=2)C2C=CC=CC=2)C=CC=CC=1.C1(P(C2C=CC=CC=2)C2C=CC=CC=2)C=CC=CC=1>[CH3:1][N:2]1[C@H:11]2[C@@:6]([CH3:17])([C:7]3[CH:15]=[CH:14][C:13]([C:24]4[CH:23]=[CH:22][C:21]([O:20][CH3:19])=[C:26]([O:27][CH3:28])[CH:25]=4)=[CH:12][C:8]=3[CH2:9][CH2:10]2)[CH2:5][CH2:4][C:3]1=[O:18] |f:2.3.4,7.8.9.10.11|. Procedure details: A 15 mL round bottom flask was charged with (+)-(4aR)-(10bR)-4-methyl-8-bromo-10b-methyl-1,2,3,4,4a,5,6,10b-octahydrobenzo[f]quinolin-3-one (200 mg, 0.65 mmol), tetrakis(triphenylphosphine) palladium (0) (23 mg, 0.02 mmol), 3,4-dimethoxyphenylboronic acid (142 mg, 0.78 mmol), 0.65 mL of 2M sodium carbonate solution and 2 mL of THF, fitted with a reflux condenser, and the stirred mixture was heated at 80°, under nitrogen, for 24 h. The mixture was cooled, diluted with chloroform (75 mL) and washe... Isolated yield 72.0%. Reactants: CN1C(CC[C@@]2(C3=C(CC[C@@H]12)C=C(C=C3)Br)C)=O ((+)-(4aR)-(10bR)-4-methyl-8-bromo-10b-methyl-1,2,3,4,4a,5,6,10b-octahydrobenzo[f]quinolin-3-one), COC=1C=C(C=CC1OC)B(O)O (3,4-dimethoxyphenylboronic acid), C([O-])([O-])=O.[Na+].[Na+] (sodium carbonate), C1CCOC1 (THF). The reagents and catalysts are [Pd].C1(=CC=CC=C1)P(C1=CC=CC=C1)C1=CC=CC=C1.C1(=CC=CC=C1)P(C1=CC=CC=C1)C1=CC=CC=C1.C1(=CC=CC=C1)P(C1=CC=CC=C1)C1=CC=CC=C1.C1(=CC=CC=C1)P(C1=CC=CC=C1)C1=CC=CC=C1 (tetrakis(triphenylphosphine) palladium (0)). Run in C(Cl)(Cl)Cl (chloroform). Yields the product CN1C(CC[C@@]2(C3=C(CC[C@@H]12)C=C(C=C3)C3=CC(=C(C=C3)OC)OC)C)=O ((+)-(4aR)-(10bR)-4-methyl-8-(3,4-dimethoxyphenyl)-10b-methyl-1,2,3,4,4a,5,6,10b-octahydrobenzo[f]quinolin-3-one).